Dataset: the Open Reaction Database (ORD), a public repository of structured organic reaction records. Task: describe an organic reaction: reactants, conditions, products, and yield Starting materials: CC(C)=O, Cc1ncn(-c2ccc(Nc3n[nH]c(C(CCCCCl)c4ccc(OC(F)(F)F)cc4)n3)cc2F)n1, [I-], [Na+]. The product is Cc1ncn(-c2ccc(Nc3nc4n(n3)CCCCC4c3ccc(OC(F)(F)F)cc3)cc2F)n1. Reaction SMILES: [CH3:39][C:40](=[O:41])[CH3:42].[Cl:1][CH2:2][CH2:3][CH2:4][CH2:5][CH:6]([c:7]1[cH:8][cH:9][c:10]([O:13][C:14]([F:15])([F:16])[F:17])[cH:11][cH:12]1)[c:18]1[n:19][c:20]([NH:23][c:24]2[cH:25][c:26]([F:36])[c:27](-[n:30]3[n:31][c:32]([CH3:35])[n:33][cH:34]3)[cH:28][cH:29]2)[n:21][nH:22]1.[I-:38].[Na+:37]>>[CH2:2]1[CH2:3][CH2:4][CH2:5][CH:6]([c:7]2[cH:8][cH:9][c:10]([O:13][C:14]([F:15])([F:16])[F:17])[cH:11][cH:12]2)[c:18]2[n:19][c:20]([NH:23][c:24]3[cH:25][c:26]([F:36])[c:27](-[n:30]4[n:31][c:32]([CH3:35])[n:33][cH:34]4)[cH:28][cH:29]3)[n:21][n:22]21. Starting materials: BrC1=CC=C(C(=N1)[C@](CC(=O)OC(C)(C)C)(C(F)F)N[S@](=O)C(C)(C)C)F ((R)-tert-butyl 3-(6-bromo-3-fluoropyridin-2-yl)-3-((R)-1,1-dimethylethylsulfinamido)-4,4-difluorobutanoate), C(=O)(O)[O-].[Na+] (NaHCO3), BrC1=CC(=C(C(=N1)[C@](CC(=O)OC(C)(C)C)(C(F)F)N[S@](=O)C(C)(C)C)F)[Si](CC)(CC)CC ((R)-tert-butyl 3-(6-bromo-3-fluoro-4-(triethylsilyl)pyridin-2-yl)-3-((R)-1,1-dimethylethylsulfinamido)-4,4-difluorobutanoate), BrC1=CC(=C(C(=N1)[C@@](CC(=O)OC(C)(C)C)(C(F)F)N[S@](=O)C(C)(C)C)F)[Si](CC)(CC)CC ((5)-tert-butyl 3-(6-bromo-3-fluoro-4-(triethylsilyl)pyridin-2-yl)-3-((R)-1,1-dimethylethylsulfinamido)-4,4-difluorobutanoate), [F-].[K+] (potassium fluoride), C(C)(=O)O (acetic acid). Run in O (water), CN(C)C=O (DMF), C1CCOC1 (THF). Conditions: time 18 hour. Product: BrC1=CC=C(C(=N1)[C@@](CC(=O)OC(C)(C)C)(C(F)F)N[S@](=O)C(C)(C)C)F ((S)-tert-butyl 3-(6-bromo-3-fluoropyridin-2-yl)-3-((R)-1,1-dimethylethylsulfinamido)-4,4-difluorobutanoate). Isolated yield 98.0%. RXN SMILES: [Br:1][C:2]1[N:7]=[C:6]([C@@:8]([NH:20][S@@:21]([C:23]([CH3:26])([CH3:25])[CH3:24])=[O:22])([CH:17]([F:19])[F:18])[CH2:9][C:10]([O:12][C:13]([CH3:16])([CH3:15])[CH3:14])=[O:11])[C:5]([F:27])=[C:4]([Si](CC)(CC)CC)[CH:3]=1.BrC1N=C([C@](N[S@@](C(C)(C)C)=O)(C(F)F)CC(OC(C)(C)C)=O)C(F)=C([Si](CC)(CC)CC)C=1.[F-].[K+].C(O)(=O)C.C([O-])(O)=O.[Na+].BrC1N=C([C@@](N[S@@](C(C)(C)C)=O)(C(F)F)CC(OC(C)(C)C)=O)C(F)=CC=1>O.CN(C=O)C.C1COCC1>[Br:1][C:2]1[N:7]=[C:6]([C@:8]([NH:20][S@@:21]([C:23]([CH3:26])([CH3:25])[CH3:24])=[O:22])([CH:17]([F:18])[F:19])[CH2:9][C:10]([O:12][C:13]([CH3:14])([CH3:15])[CH3:16])=[O:11])[C:5]([F:27])=[CH:4][CH:3]=1 |f:2.3,5.6|. Procedure: To a polypropylene flask and cap was added a mixture of (R)-tert-butyl 3-(6-bromo-3-fluoro-4-(triethylsilyl)pyridin-2-yl)-3-((R)-1,1-dimethylethylsulfinamido)-4,4-difluorobutanoate and (5)-tert-butyl 3-(6-bromo-3-fluoro-4-(triethylsilyl)pyridin-2-yl)-3-((R)-1,1-dimethylethylsulfinamido)-4,4-difluorobutanoate (0.411 g, 0.699 mmol), THF (3 mL) and DMF (3.0 mL). To the solution was added potassium fluoride (0.112 g, 1.923 mmol) and acetic acid (0.110 mL, 1.923 mmol). The reaction mixture was stirre... Starting materials: P(C1=CC=CC=C1)(C1=CC=CC=C1)Cl (Ph2PCl), [Li]CCCC (nBuLi), solution, C1(=CC=CC=C1)S(=O)(=O)N (benzenesulfonamide). Run in O1CCCC1 (tetrahydrofuran). Conditions: time 30 minute. The product is C1(=CC=CC=C1)S(=O)(=O)N.C1(=CC=CC=C1)PC1=CC=CC=C1 (benzenesulfonamide bisphenylphosphine). As a reaction SMILES: [C:1]1([S:7]([NH2:10])(=[O:9])=[O:8])[CH:6]=[CH:5][CH:4]=[CH:3][CH:2]=1.[Li]CCCC.[P:16](Cl)([C:23]1[CH:28]=[CH:27][CH:26]=[CH:25][CH:24]=1)[C:17]1[CH:22]=[CH:21][CH:20]=[CH:19][CH:18]=1>O1CCCC1>[C:1]1([S:7]([NH2:10])(=[O:9])=[O:8])[CH:6]=[CH:5][CH:4]=[CH:3][CH:2]=1.[C:23]1([PH:16][C:17]2[CH:18]=[CH:19][CH:20]=[CH:21][CH:22]=2)[CH:24]=[CH:25][CH:26]=[CH:27][CH:28]=1 |f:4.5|. Procedure details: Commercially available benzenesulfonamide (21.630 mmole, 1 eq) was dissolved in tetrahydrofuran (75 mL). The resulting solution was cooled at 0° C. nBuLi (1.02 eq, commercial solution 2.5 M in hexanes) was added dropwise leading to a white suspension. The suspension was stirred at room temperature for 30 min. The suspension was cooled at 0° C. and commercial Ph2PCl (1.01 eq) was added dropwise. The clear solution obtained was stirred overnight at room temperature. The solvent was then evaporated... Reactants: N1=CC=CC2=CC(=CC=C12)C(=O)OC (methyl quinoline-6-carboxylate), ClC=1C=C(C(=O)OO)C=CC1 (3-chlorobenzoperoxoic acid). Solvent: C(=O)(O)[O-].[Na+] (NaHCO3), C(Cl)Cl (DCM). Reaction conditions: time 21 hour. Product: COC(=O)C=1C=C2C=CC=[N+](C2=CC1)[O-] (6-(Methoxycarbonyl)quinoline-N-oxide). As a reaction SMILES: [N:1]1[C:10]2[C:5](=[CH:6][C:7]([C:11]([O:13][CH3:14])=[O:12])=[CH:8][CH:9]=2)[CH:4]=[CH:3][CH:2]=1.ClC1C=C(C=CC=1)C(OO)=[O:20]>C(Cl)Cl.C([O-])(O)=O.[Na+]>[CH3:14][O:13][C:11]([C:7]1[CH:6]=[C:5]2[C:10](=[CH:9][CH:8]=1)[N+:1]([O-:20])=[CH:2][CH:3]=[CH:4]2)=[O:12] |f:3.4|. Procedure: To a solution of methyl quinoline-6-carboxylate from above in DCM (10 mL) was added 3-chlorobenzoperoxoic acid (1.991 g, 11.54 mmol). The reaction was stirred 21 h at rt. The mixture was then diluted with saturated aqueous NaHCO3 (40 mL), and the mixture was extracted with DCM (2×30 mL). The organic layers were combined, washed with saturated aqueous NaCl (40 mL), dried (MgSO4), and concentrated. The N-oxide was isolated as an orange solid which was used without purification in the next step. Reactants: N(=NC(=O)OCC)C(=O)OCC (diethyl azodicarboxylate), C(C)OC(=O)N1C[C@H]([C@@H](CC1)O)C1=CC=CC=C1 (trans-1-ethoxycarbonyl-3-phenyl-4-piperidinol), C1(=CC=CC=C1)P(C1=CC=CC=C1)C1=CC=CC=C1 (triphenylphosphine), FC1=C(C=CC=C1)O (2-fluorophenol). Solvent: C1=CC=CC=C1 (benzene), C1=CC=CC=C1 (benzene). Reaction conditions: time 8 hour. The product is C(C)OC(=O)N1C[C@H]([C@H](CC1)OC1=C(C=CC=C1)F)C1=CC=CC=C1 (Cis-1-ethoxycarbonyl-4-(2-fluorophenoxy)-3-phenylpiperidine). RXN SMILES: [CH2:1]([O:3][C:4]([N:6]1[CH2:11][CH2:10][C@@H:9]([OH:12])[C@H:8]([C:13]2[CH:18]=[CH:17][CH:16]=[CH:15][CH:14]=2)[CH2:7]1)=[O:5])[CH3:2].C1(P(C2C=CC=CC=2)C2C=CC=CC=2)C=CC=CC=1.[F:38][C:39]1[CH:44]=[CH:43][CH:42]=[CH:41][C:40]=1O.N(C(OCC)=O)=NC(OCC)=O>C1C=CC=CC=1>[CH2:1]([O:3][C:4]([N:6]1[CH2:11][CH2:10][C@H:9]([O:12][C:40]2[CH:41]=[CH:42][CH:43]=[CH:44][C:39]=2[F:38])[C@H:8]([C:13]2[CH:14]=[CH:15][CH:16]=[CH:17][CH:18]=2)[CH2:7]1)=[O:5])[CH3:2]. Reported procedure: To a stirred mixture of 6.23 g of trans-1-ethoxycarbonyl-3-phenyl-4-piperidinol, 7.21 g of triphenylphosphine, 3.08 g of 2-fluorophenol and 250 ml of benzene is added dropwise, at 4° C. under nitrogen, a solution of 4.79 g of diethyl azodicarboxylate in 250 ml of benzene. After the addition is complete, the mixture is stirred at room temperature overnight and is processed according to the procedure of Example 75 to give product as a gum. Reactants: N(=[N+]=[N-])C[C@@H]1NC([C@@H]1NC(=O)OC(C)(C)C)=O (cis-2-Azidomethyl-3-t-butoxycarbonylamino-4-oxoazetidine), FC(C(=O)O)(F)F (trifluoroacetic acid). The solvent is C(Cl)Cl (methylene chloride). Product: N[C@@H]1[C@@H](NC1=O)CN=[N+]=[N-] (cis-3-Amino-2-azidomethyl-4-oxoazetidine). RXN SMILES: [N:1]([CH2:4][C@H:5]1[C@@H:8]([NH:9]C(OC(C)(C)C)=O)[C:7](=[O:17])[NH:6]1)=[N+:2]=[N-:3].FC(F)(F)C(O)=O>C(Cl)Cl>[NH2:9][C@H:8]1[C:7](=[O:17])[NH:6][C@H:5]1[CH2:4][N:1]=[N+:2]=[N-:3]. Procedure: cis-2-Azidomethyl-3-t-butoxycarbonylamino-4-oxoazetidine (ca. 1 g) is dissolved in 2 ml of methylene chloride and the solution is cooled to 0° and treated with 0.5 ml of trifluoroacetic acid for 30 minutes at 0°. The solution is washed with 5% aqueous sodium bicarbonate and extracted with dilute hydrochloric acid. The aqueous phase is neutralized and extracted with ethyl acetate. Evaporation of the solvent gives the title compound.